From a dataset of the Open Reaction Database (ORD), a public repository of structured organic reaction records. describe an organic reaction: reactants, conditions, products, and yield Reaction SMILES: [NH2:1][CH2:2][CH2:3][NH:4][C@@H:5]1[C:10]2[CH:11]=[C:12]([C:15]#[N:16])[CH:13]=[CH:14][C:9]=2[O:8][C:7]([CH3:18])([CH3:17])[C@H:6]1[OH:19].CS[C:22](SC)=[N:23][C:24]#[N:25]>C1(C)C=CC=CC=1>[C:15]([C:12]1[CH:13]=[CH:14][C:9]2[O:8][C:7]([CH3:17])([CH3:18])[C@@H:6]([OH:19])[C@H:5]([N:4]3[CH2:3][CH2:2][NH:1][C:22]3=[N:23][C:24]#[N:25])[C:10]=2[CH:11]=1)#[N:16]. Procedure: A mixture of trans-4-(2-aminoethylamino)-6-cyano-3,4-dihydro-2,2-dimethyl-2H-1-benzopyran-3-ol (D3) (0.39g) and dimethyl N-cyanodithioiminocarbonate (0.158g) was heated under reflux in toluene (30 ml) for 71 h. The solvent was evaporated in vacuo, and the residue column chromatographed (Kieselgel 60, gradient elution: 2-7% methanol-chloroform) giving the title compound as a white solid (0.33g). Recrystallisation from ethyl acetate-ether gave a sample of m.p. 257°-260° C. Starting materials: NCCN[C@H]1[C@@H](C(OC2=C1C=C(C=C2)C#N)(C)C)O (trans-4-(2-aminoethylamino)-6-cyano-3,4-dihydro-2,2-dimethyl-2H-1-benzopyran-3-ol), CSC(=NC#N)SC (dimethyl N-cyanodithioiminocarbonate). The product is C(#N)C=1C=CC2=C([C@H]([C@@H](C(O2)(C)C)O)N2C(NCC2)=NC#N)C1 (trans-6-Cyano-4-[2-(N-cyanoimino)imidazolidin-1-y1]-3,4-dihydro-2,2-dimethyl-2H-1-benzopyran-3-ol). Run in C1(=CC=CC=C1)C (toluene). Isolated yield 98.1%. The reactants are CC(=O)c1ccccc1, CCO, COc1ccc(C=O)cc1, [Na+], [OH-], O. Product: COc1ccc(C(=O)C=Cc2ccccc2)cc1. Reaction SMILES: [CH3:13][C:14](=[O:15])[c:16]1[cH:17][cH:18][cH:19][cH:20][cH:21]1.[CH3:22][CH2:23][OH:24].[CH:3]([c:4]1[cH:5][cH:6][c:7]([O:10][CH3:11])[cH:8][cH:9]1)=[O:12].[Na+:2].[OH-:1].[OH2:25]>>[C:3]([c:4]1[cH:5][cH:6][c:7]([O:10][CH3:11])[cH:8][cH:9]1)(=[O:12])[CH:13]=[CH:14][c:16]1[cH:17][cH:18][cH:19][cH:20][cH:21]1. Reactants: C1CCOC1, CN(C)C(=O)Cc1c[nH]c2sccc12. Yields the product CN(C)CCc1c[nH]c2sccc12. RXN SMILES: [CH2:15]1[O:16][CH2:17][CH2:18][CH2:19]1.[CH3:1][N:2]([C:3]([CH2:4][c:5]1[c:6]2[c:7]([nH:8][cH:9]1)[s:10][cH:11][cH:12]2)=[O:13])[CH3:14]>>[CH3:1][N:2]([CH2:3][CH2:4][c:5]1[c:6]2[c:7]([nH:8][cH:9]1)[s:10][cH:11][cH:12]2)[CH3:14]. Reactants: CC(=O)O[BH-](OC(C)=O)OC(C)=O, NCc1ccc2c(c1)OCO2, COc1ccc2nccc(CCC3CCC(=O)CC3)c2c1, ClCCl, [Na+]. Yields the product COc1ccc2nccc(CCC3CCC(NCc4ccc5c(c4)OCO5)CC3)c2c1. Reaction SMILES: [C:12]([O:13][BH-:14]([O:15][C:16](=[O:17])[CH3:18])[O:19][C:20](=[O:21])[CH3:22])(=[O:23])[CH3:24].[CH2:1]([c:2]1[cH:3][c:4]2[c:8]([cH:9][cH:10]1)[O:7][CH2:6][O:5]2)[NH2:11].[CH3:26][O:27][c:28]1[cH:29][c:30]2[c:31]([CH2:38][CH2:39][CH:40]3[CH2:41][CH2:42][C:43](=[O:46])[CH2:44][CH2:45]3)[cH:32][cH:33][n:34][c:35]2[cH:36][cH:37]1.[Cl:47][CH2:48][Cl:49].[Na+:25]>>[CH2:1]([c:2]1[cH:3][c:4]2[c:8]([cH:9][cH:10]1)[O:7][CH2:6][O:5]2)[NH:11][CH:43]1[CH2:42][CH2:41][CH:40]([CH2:39][CH2:38][c:31]2[c:30]3[cH:29][c:28]([O:27][CH3:26])[cH:37][cH:36][c:35]3[n:34][cH:33][cH:32]2)[CH2:45][CH2:44]1. The reactants are COC(C1=CC(=C(C=C1)OCCCCCCCCCCCCCC)C(C)(C)C)=O (3-(1,1-Dimethylethyl)-4-(tetradecyloxy)benzoic acid methyl ester), [OH-].[K+] (potassium hydroxide), Cl (hydrochloric acid), C(Cl)(Cl)Cl (chloroform). Run in CO (methyl alcohol), C(C)O (ethyl alcohol), O (water). The product is CC(C)(C)C=1C=C(C(=O)O)C=CC1OCCCCCCCCCCCCCC (3-(1,1-Dimethylethyl)-4-(tetradecyloxy)benzoic acid). Isolated yield 88.7%. Reaction SMILES: C[O:2][C:3](=[O:29])[C:4]1[CH:9]=[CH:8][C:7]([O:10][CH2:11][CH2:12][CH2:13][CH2:14][CH2:15][CH2:16][CH2:17][CH2:18][CH2:19][CH2:20][CH2:21][CH2:22][CH2:23][CH3:24])=[C:6]([C:25]([CH3:28])([CH3:27])[CH3:26])[CH:5]=1.[OH-].[K+].Cl.C(Cl)(Cl)Cl>CO.C(O)C.O>[CH3:28][C:25]([C:6]1[CH:5]=[C:4]([CH:9]=[CH:8][C:7]=1[O:10][CH2:11][CH2:12][CH2:13][CH2:14][CH2:15][CH2:16][CH2:17][CH2:18][CH2:19][CH2:20][CH2:21][CH2:22][CH2:23][CH3:24])[C:3]([OH:29])=[O:2])([CH3:26])[CH3:27] |f:1.2|. Procedure: A solution of 36.2 g of product from Example 31 in 320 ml of methyl alcohol, 125 ml ethyl alcohol, 20 ml of water and 15 g of potassium hydroxide is mechanically stirred at reflux temperature for 4 1/2 hours. The reaction is cooled and 325 ml of 1N hydrochloric acid and 200 ml of chloroform is added. The mixture is heated until homogeneous, the layers are separated and extracted with chloroform. The combined organic layers are washed with 1N hydrochloric acid, dried and concentrated in vacuo. Th... Starting materials: COc1ccc(F)cc1-c1cccc(-n2cnc(C(=O)N(C)OC)c2)c1, c1ccoc1. The product is COc1ccc(F)cc1-c1cccc(-n2cnc(C(=O)c3ccco3)c2)c1. Reaction SMILES: [CH3:1][O:2][N:3]([C:4](=[O:5])[c:6]1[n:7][cH:8][n:9](-[c:11]2[cH:12][c:13](-[c:17]3[c:18]([O:24][CH3:25])[cH:19][cH:20][c:21]([F:23])[cH:22]3)[cH:14][cH:15][cH:16]2)[cH:10]1)[CH3:26].[cH:27]1[cH:28][cH:29][o:30][cH:31]1>>[C:4](=[O:5])([c:6]1[n:7][cH:8][n:9](-[c:11]2[cH:12][c:13](-[c:17]3[c:18]([O:24][CH3:25])[cH:19][cH:20][c:21]([F:23])[cH:22]3)[cH:14][cH:15][cH:16]2)[cH:10]1)[c:29]1[cH:28][cH:27][cH:31][o:30]1.